Task: describe an organic reaction: reactants, conditions, products, and yield. Dataset: the Open Reaction Database (ORD), a public repository of structured organic reaction records Starting materials: C(=O)(N1C=NC=C1)N1C=NC=C1 (Carbonyldiimidazole), C(C1=CN=CC=C1)(=O)O (nicotinic acid), resultant mixture, C([O-])(O)=O.[Na+] (sodium bicarbonate), FC(C(=O)O)(F)F (trifluoroacetic acid), C(C)(=O)OC(C)(C)C (tert-butyl acetate), C(C)(C)[N-]C(C)C.[Li+] (lithium diisopropylamide), C(C)(=O)OC(C)(C)C (tert-butyl acetate), Cl (hydrochloric acid). Solvent: O1CCCC1 (tetrahydrofuran), C(C)(=O)OCC.CCCCCC (ethyl acetate hexane), C1(=CC=CC=C1)C (toluene). Conditions: time 2 hour. Product: O=C(CCC(=O)OCC)C=1C=NC=CC1 (ethyl 4-oxo-4-(3-pyridyl)butyrate). Isolated yield 38.0%. As a reaction SMILES: [C:1](N1C=CN=C1)(N1C=CN=C1)=O.[C:13]([OH:21])(=O)[C:14]1[CH:19]=[CH:18][CH:17]=[N:16][CH:15]=1.[C:22]([O:25][C:26]([CH3:29])(C)C)(=[O:24])[CH3:23].C([N-]C(C)C)(C)C.[Li+].Cl.FC(F)(F)C(O)=O.C(=O)(O)[O-].[Na+]>O1CCCC1.C1(C)C=CC=CC=1.C(OCC)(=O)C.CCCCCC>[O:21]=[C:13]([C:14]1[CH:15]=[N:16][CH:17]=[CH:18][CH:19]=1)[CH2:1][CH2:23][C:22]([O:25][CH2:26][CH3:29])=[O:24] |f:3.4,7.8,11.12|. Procedure details: Carbonyldiimidazole (7.25 g) was added to a solution of nicotinic acid (5.00 g) in tetrahydrofuran (100 ml) at 0° C. After stirring at room temperature for 2 hours, the mixture was added dropwise to a solution of lithiated tert-butyl acetate prepared from tert-butyl acetate (17.5 ml) and lithium diisopropylamide (2N tetrahydrofuran solution, 65 ml) at −78° C. over 1 hour. After stirring for 15 minutes, 1N hydrochloric acid (250 ml) was added and extracted with ethyl acetate. The ethyl acetate la... Reactants: CCOc1cc2c(cc1[N+](=O)[O-])N(C(=O)CN(C)C)CCC2, CO, [H][H]. Yields the product CCOc1cc2c(cc1N)N(C(=O)CN(C)C)CCC2. Reaction SMILES: [CH2:1]([CH3:2])[O:3][c:4]1[cH:5][c:6]2[c:11]([cH:12][c:13]1[N+:14]([O-:15])=[O:16])[N:10]([C:17]([CH2:18][N:19]([CH3:20])[CH3:21])=[O:22])[CH2:9][CH2:8][CH2:7]2.[CH3:25][OH:26].[H:23][H:24]>>[CH2:1]([CH3:2])[O:3][c:4]1[cH:5][c:6]2[c:11]([cH:12][c:13]1[NH2:14])[N:10]([C:17]([CH2:18][N:19]([CH3:20])[CH3:21])=[O:22])[CH2:9][CH2:8][CH2:7]2. Starting materials: FC1=C(C(=O)NC2=CC=C(C3=CC=CC=C23)S(=O)(=O)Cl)C(=CC=C1)F (4-(2,6-difluoro-benzoylamino)-naphthalene-1-sulfonyl chloride), N(=C=O)C(C)C (2-isocyanato-propane). Run in C(C)N(CC)CC (triethylamine). Product: C(CCC)(=O)N1CCC(CC1)NS(=O)(=O)C1=CC=C(C2=CC=CC=C12)NC(C1=C(C=CC=C1F)F)=O (N-[4-(1-Butyryl-piperidin-4-ylsulfamoyl)-naphthalen-1-yl]-2,6-difluoro-benzamide). Reaction SMILES: [F:1][C:2]1[CH:24]=[CH:23][CH:22]=[C:21]([F:25])[C:3]=1[C:4]([NH:6][C:7]1[C:16]2[C:11](=[CH:12][CH:13]=[CH:14][CH:15]=2)[C:10]([S:17](Cl)(=[O:19])=[O:18])=[CH:9][CH:8]=1)=[O:5].[N:26]([CH:29]([CH3:31])C)=[C:27]=[O:28]>C(N(CC)CC)C>[C:27]([N:26]1[CH2:29][CH2:31][CH:4]([NH:6][S:17]([C:10]2[C:11]3[C:16](=[CH:15][CH:14]=[CH:13][CH:12]=3)[C:7]([NH:6][C:4](=[O:5])[C:3]3[C:2]([F:1])=[CH:24][CH:23]=[CH:22][C:21]=3[F:25])=[CH:8][CH:9]=2)(=[O:19])=[O:18])[CH2:3][CH2:2]1)(=[O:28])[CH2:8][CH2:7][CH3:16]. Procedure details: The title compound was prepared following the general procedure in Scheme 5, beginning with 4-(2,6-difluoro-benzoylamino)-naphthalene-1-sulfonyl chloride, and substituting butyryl chloride and triethylamine for 2-isocyanato-propane. 1H NMR (300 MHz, DMSO) δ 11.12 (s, 1H), 8.71 (m, 1H), 8.26 (m, 2H), 8.13 (d, 1H), 7.98 (d, 1H), 7.75 (m, 2H), 7.62 (m, 1H), 7.31 (t, 2H), 4.01 (d, 1H), 3.60 (d, 1H), 2.93 (t, 1H), 2.59 (m, 2H), 2.15 (t, 2H), 1.45 (m, 2H), 1.43 (q, 2H), 1.17 (m, 2H), 0.81 (t, 3H); LC/... Starting materials: (1R, 4R, 7S)-4-benzhydryl-3,7-dioxa-bicyclo[4.1.0]-heptane, [N-]=[N+]=[N-].[Na+] (NaN3), N(=[N+]=[N-])[C@H]1[C@@H](C[C@H](OC1)C(C1=CC=CC=C1)C1=CC=CC=C1)O ((2S, 4R, 5R)-5-Azido-2-benzhydryl-tetrahydro-pyran-4-ol). Run in CO (MeOH). Yields the product N(=[N+]=[N-])[C@@H]1[C@H](C[C@@H](OC1)C(C1=CC=CC=C1)C1=CC=CC=C1)O ((2R, 4S, 5S)-5-Azido-2-benzhydryl-tetrahydro-pyran-4-ol). Reaction SMILES: [N-]=[N+]=[N-].[Na+].[N:5]([C@@H:8]1[CH2:13][O:12][C@H:11]([CH:14]([C:21]2[CH:26]=[CH:25][CH:24]=[CH:23][CH:22]=2)[C:15]2[CH:20]=[CH:19][CH:18]=[CH:17][CH:16]=2)[CH2:10][C@H:9]1[OH:27])=[N+:6]=[N-:7]>CO>[N:5]([C@H:8]1[CH2:13][O:12][C@@H:11]([CH:14]([C:15]2[CH:20]=[CH:19][CH:18]=[CH:17][CH:16]=2)[C:21]2[CH:26]=[CH:25][CH:24]=[CH:23][CH:22]=2)[CH2:10][C@@H:9]1[OH:27])=[N+:6]=[N-:7] |f:0.1|. Procedure: (1R, 4R, 7S)-4-benzhydryl-3,7-dioxa-bicyclo[4.1.0]-heptane 8c (0.04 g, 0.15 mmol) was treated with NaN3 (0.05 g, 0.75 mmol) and NH4Cl (0.018 g, 0.33 mmol) (Procedure F) yielded (2R, 4S, 5S)-5-Azido-2-benzhydryl-tetrahydro-pyran-4-ol 30b, 0.04 g (95%, [α]D=(+)108, c=1, MeOH).